From a dataset of the Open Reaction Database (ORD), a public repository of structured organic reaction records. describe an organic reaction: reactants, conditions, products, and yield Reaction conditions: time 30 minute. The yield is 38.2%. Starting materials: C1(=CC=CC=C1)P(C1=CC=CC=C1)C1=CC=CC=C1 (triphenylphosphane), CCOC(=O)/N=N/C(=O)OCC (DEAD), C(C)OC(C1=CC(=C(C=C1)OC)O)=O (3-hydroxy-4-methoxybenzoic acid ethyl ester), ClC1=C(C=CC(=C1)Cl)CCO (2-(2,4-dichlorophenyl)ethanol). Procedure: To a solution of 10 g (38.3 mmol) of triphenylphosphane in 100 ml of THF were added 6.7 g (3.83 mmol) of DEAD over 5 min at room temperature. After 30 min at room temperature, 5 g (25.5 mmol) of 3-hydroxy-4-methoxybenzoic acid ethyl ester and 4.87 g (25.5 mmol) of 2-(2,4-dichlorophenyl)ethanol were added and the mixture was stirred at room temperature for 12 h. The solvent was removed and the residue was separated by chromatography to give 3.6 g (38%) of the title compound. Reaction SMILES: C1(P(C2C=CC=CC=2)C2C=CC=CC=2)C=CC=CC=1.CCOC(/N=N/C(OCC)=O)=O.[CH2:32]([O:34][C:35](=[O:45])[C:36]1[CH:41]=[CH:40][C:39]([O:42][CH3:43])=[C:38]([OH:44])[CH:37]=1)[CH3:33].[Cl:46][C:47]1[CH:52]=[C:51]([Cl:53])[CH:50]=[CH:49][C:48]=1[CH2:54][CH2:55]O>C1COCC1>[CH2:32]([O:34][C:35](=[O:45])[C:36]1[CH:41]=[CH:40][C:39]([O:42][CH3:43])=[C:38]([O:44][CH2:55][CH2:54][C:48]2[CH:49]=[CH:50][C:51]([Cl:53])=[CH:52][C:47]=2[Cl:46])[CH:37]=1)[CH3:33]. Run in C1CCOC1 (THF). The product is C(C)OC(C1=CC(=C(C=C1)OC)OCCC1=C(C=C(C=C1)Cl)Cl)=O (3-[2-(2,4-Dichlorophenyl)ethoxy]4-methoxybenzoic Acid Ethyl Ester). Starting materials: O=C1CCC(=O)N1Br, O=C(OOC(=O)c1ccccc1)c1ccccc1, ClC(Cl)(Cl)Cl, Cc1csc2ccc(-c3nnnn3C)cc12. The product is Cn1nnnc1-c1ccc2scc(Br)c2c1. As a reaction SMILES: [Br:17][N:18]1[C:19](=[O:20])[CH2:21][CH2:22][C:23]1=[O:24].[C:25]([O:26][O:27][C:28](=[O:29])[c:30]1[cH:31][cH:32][cH:33][cH:34][cH:35]1)(=[O:36])[c:37]1[cH:38][cH:39][cH:40][cH:41][cH:42]1.[C:43]([Cl:44])([Cl:45])([Cl:46])[Cl:47].[CH3:1][c:2]1[c:3]2[c:4]([s:5][cH:6]1)[cH:7][cH:8][c:9](-[c:11]1[n:12][n:13][n:14][n:15]1[CH3:16])[cH:10]2>>[c:2]1([Br:17])[c:3]2[c:4]([s:5][cH:6]1)[cH:7][cH:8][c:9](-[c:11]1[n:12][n:13][n:14][n:15]1[CH3:16])[cH:10]2. The reactants are Cl (hydrochloric acid), O1C(OCC1)C=1C=C(OCCCN)C=CC1 (3-[3-(1,3-dioxolan-2-yl)phenoxy]propanamine), CSC(=NC(CS(=O)(=O)C1=CC=CC=C1)=O)N(N=CC1=CC=CC=C1)C (methyl-1-methyl-2-(phenylmethylene)-N-[2-(phenylsulphonyl)acetyl]hydrazine carboximidothioate), C([O-])([O-])=O.[K+].[K+] (potassium carbonate). The solvent is CC(=O)C (acetone), C1(=CC=CC=C1)C (toluene). Product: CN1N=C(N=C1NCCCOC=1C=C(C=O)C=CC1)CS(=O)(=O)C1=CC=CC=C1 (3-[3-[[1-Methyl-3-[(phenylsulphonyl)methyl]-1H-1,2,4-triazol-5-yl]amino]propoxy]benzaldehyde). The yield is 70.5%. RXN SMILES: O1CC[O:3][CH:2]1[C:6]1[CH:7]=[C:8]([CH:14]=[CH:15][CH:16]=1)[O:9][CH2:10][CH2:11][CH2:12][NH2:13].CS[C:19]([N:33]([CH3:42])[N:34]=CC1C=CC=CC=1)=[N:20][C:21](=O)[CH2:22][S:23]([C:26]1[CH:31]=[CH:30][CH:29]=[CH:28][CH:27]=1)(=[O:25])=[O:24].Cl.C(=O)([O-])[O-].[K+].[K+]>C1(C)C=CC=CC=1.CC(C)=O>[CH3:42][N:33]1[C:19]([NH:13][CH2:12][CH2:11][CH2:10][O:9][C:8]2[CH:7]=[C:6]([CH:16]=[CH:15][CH:14]=2)[CH:2]=[O:3])=[N:20][C:21]([CH2:22][S:23]([C:26]2[CH:31]=[CH:30][CH:29]=[CH:28][CH:27]=2)(=[O:25])=[O:24])=[N:34]1 |f:3.4.5|. Reported procedure: A mixture of 3-[3-(1,3-dioxolan-2-yl)phenoxy]propanamine (2.3 g) and methyl-1-methyl-2-(phenylmethylene)-N-[2-(phenylsulphonyl)acetyl]hydrazine carboximidothioate (4.0 g) was heated at 60° under water pump vacuum for 3 h. The reaction mixture was dissolved in toluene (100 ml), 5N hydrochloric acid (100 ml) and acetone (50 ml) and stirred at room temperature for 18 h. The aqueous layer was basified to pH 9 with potassium carbonate and extracted with ethyl acetate. The organic extract was evaporat... RXN SMILES: Cl.[CH2:2]([N:9]1[C:16](=O)[C@@H:15]2[C@@H:11]([CH2:12][NH:13][CH2:14]2)[C:10]1=O)[C:3]1[CH:8]=[CH:7][CH:6]=[CH:5][CH:4]=1.[H-].[H-].[H-].[H-].[Li+].[Al+3].O.[OH-].[Na+]>C1COCC1>[CH2:2]([N:9]1[CH2:10][C@@H:11]2[C@@H:15]([CH2:14][NH:13][CH2:12]2)[CH2:16]1)[C:3]1[CH:8]=[CH:7][CH:6]=[CH:5][CH:4]=1 |f:0.1,2.3.4.5.6.7,9.10|. Yield: 84.1%. Starting materials: Cl.C(C1=CC=CC=C1)N1C([C@@H]2CNC[C@@H]2C1=O)=O (3-Benzyl-cis-3,7-diazabicyclo[3.3.0]octan-2,4-dione hydrochloride), [H-].[H-].[H-].[H-].[Li+].[Al+3] (LiAlH4), O (H2O), [OH-].[Na+] (NaOH), O (H2O). Conditions: temperature 0 celsius, time 15 minute. Procedure: 3-Benzyl-3,7-diazabicyclo[3.3.0]octan-2,4-dione hydrochloride (73.8 g, 275 mmol; from step (b) above) was added in portions to a suspension of LiAlH4 (83.5 g, 2.26 mol) in THF at 0° C. The reaction was slowly warmed to reflux. After refluxing for 16 h the reaction was cooled to 0° C. To the cold reaction there was added dropwise sequentially H2O (84 mL), 3 M NaOH (84 mL) and H2O (250 mL). The reaction was then stirred for an additional 15 minutes and filtered through a pad of Celite® to remove t... The solvent is C1CCOC1 (THF). The product is C(C1=CC=CC=C1)N1C[C@@H]2CNC[C@@H]2C1 (3-Benzyl-cis-3,7-diazabicyclo[3.3.0]octane).